From a dataset of the Open Reaction Database (ORD), a public repository of structured organic reaction records. describe an organic reaction: reactants, conditions, products, and yield Starting materials: CC(=NO)C(=O)O, Cc1ccc(CCBr)cc1. Product: CC(=NOCCc1ccc(C)cc1)C(=O)O. Reaction SMILES: [C:11]([C:12]([CH3:13])=[N:14][OH:15])(=[O:16])[OH:17].[c:1]1([CH3:10])[cH:2][cH:3][c:4]([CH2:7][CH2:8][Br:9])[cH:5][cH:6]1>>[c:1]1([CH3:10])[cH:2][cH:3][c:4]([CH2:7][CH2:8][O:15][N:14]=[C:12]([C:11](=[O:16])[OH:17])[CH3:13])[cH:5][cH:6]1. Reactants: ClC1=NC(=CC=C1O)I (2-chloro-6-iodo-3-pyridinol), C(=O)([O-])[O-].[K+].[K+] (K2CO3), C(C1=CC=CC=C1)Br (benzyl bromide). Solvent: CO (methanol). Run at temperature 22 celsius. Yields the product ClC1=NC(=CC=C1OCC1=CC=CC=C1)I (2-chloro-3-benzyloxy-6-iodo-pyridine). Isolated yield 61.4%. Reaction SMILES: [Cl:1][C:2]1[C:7]([OH:8])=[CH:6][CH:5]=[C:4]([I:9])[N:3]=1.C([O-])([O-])=O.[K+].[K+].[CH2:16](Br)[C:17]1[CH:22]=[CH:21][CH:20]=[CH:19][CH:18]=1>CO>[Cl:1][C:2]1[C:7]([O:8][CH2:16][C:17]2[CH:22]=[CH:21][CH:20]=[CH:19][CH:18]=2)=[CH:6][CH:5]=[C:4]([I:9])[N:3]=1 |f:1.2.3|. Procedure: To a solution of 2-chloro-6-iodo-3-pyridinol (500 mg, 1.96 mmol), and K2CO3 (690 mg, 5.0 mmol) in methanol (5 mL) was added benzyl bromide (510 mg, 3.0 mmol). The reaction was refluxed for 60 minutes and was allowed to cool to 22° C. The mixture was then concentrated in vacuo. The remaining solids were slurried in ethyl acetate and filtered. The filtrate was dried over MgSO4 and concentrated in vacuo to yield 416 mg (61%) of 2-chloro-3-benzyloxy-6-iodo-pyridine. Reactants: O.NC1=NC(=NC(=C1)O)S (4-amino-6-hydroxy-2-mercaptopyrimidine monohydrate), ClC=1C(=C(CBr)C=CC1)F (3-chloro-2-fluorobenzyl bromide). Product: NC1=CC(NC(=N1)SCC1=C(C(=CC=C1)Cl)F)=O (6-Amino-2-[(3-chloro-2-fluorobenzyl)thio]pyrimidin-4(3H)-one). RXN SMILES: O.[NH2:2][C:3]1[CH:8]=[C:7]([OH:9])[N:6]=[C:5]([SH:10])[N:4]=1.[Cl:11][C:12]1[C:13]([F:20])=[C:14]([CH:17]=[CH:18][CH:19]=1)[CH2:15]Br>>[NH2:2][C:3]1[N:4]=[C:5]([S:10][CH2:15][C:14]2[CH:17]=[CH:18][CH:19]=[C:12]([Cl:11])[C:13]=2[F:20])[NH:6][C:7](=[O:9])[CH:8]=1 |f:0.1|. Procedure: The subtitle compound was prepared according to the procedure of Example 1 step i) treating 4-amino-6-hydroxy-2-mercaptopyrimidine monohydrate (8.4 g) with 3-chloro-2-fluorobenzyl bromide (11.0 g) to afford the subtitle compound as a white solid. Yield: 14.1 g. Reactants: COc1ccc(Oc2ccc3c(C(=O)Nc4ccc5c(c4)N(C(C)=O)CC5(C)C)cccc3c2)cn1, CCO, Cl. Yields the product COc1ccc(Oc2ccc3c(C(=O)Nc4ccc5c(c4)NCC5(C)C)cccc3c2)cn1. RXN SMILES: [C:1](=[O:2])([CH3:3])[N:4]1[CH2:5][C:6]([CH3:35])([CH3:36])[c:7]2[cH:8][cH:9][c:10]([NH:13][C:14](=[O:15])[c:16]3[cH:17][cH:18][cH:19][c:20]4[cH:21][c:22]([O:26][c:27]5[cH:28][n:29][c:30]([O:33][CH3:34])[cH:31][cH:32]5)[cH:23][cH:24][c:25]34)[cH:11][c:12]21.[CH3:38][CH2:39][OH:40].[ClH:37]>>[NH:4]1[CH2:5][C:6]([CH3:35])([CH3:36])[c:7]2[cH:8][cH:9][c:10]([NH:13][C:14](=[O:15])[c:16]3[cH:17][cH:18][cH:19][c:20]4[cH:21][c:22]([O:26][c:27]5[cH:28][n:29][c:30]([O:33][CH3:34])[cH:31][cH:32]5)[cH:23][cH:24][c:25]34)[cH:11][c:12]21. Reactants: C1(=CC=CC=C1)S (Thiophenol), CC(C)([O-])C.[K+] (potassium t-butoxide), COC(=O)C12C(CCC2C1)=O (2-oxo-bicyclo[3.1.0]hexane-1-carboxylic acid methyl ester), 2. Solvent: C(C)(C)(C)O (t-butyl alcohol), C(C)(C)(C)O (t-butyl alcohol). Conditions: time 10 minute. Yields the product COC(=O)C=1C(CCC1CSC1=CC=CC=C1)=O (2-oxo-5-phenylthiomethyl-cyclopentenecarboxylic acid methyl ester). As a reaction SMILES: [C:1]1([SH:7])[CH:6]=[CH:5][CH:4]=[CH:3][CH:2]=1.CC(C)([O-])C.[K+].[CH3:14][O:15][C:16]([C:18]12[CH2:23][CH:22]1[CH2:21][CH2:20][C:19]2=[O:24])=[O:17]>C(O)(C)(C)C>[CH3:14][O:15][C:16]([C:18]1[C:19](=[O:24])[CH2:20][CH2:21][C:22]=1[CH2:23][S:7][C:1]1[CH:6]=[CH:5][CH:4]=[CH:3][CH:2]=1)=[O:17] |f:1.2|. Reported procedure: Thiophenol (660 mg: 6 mmol) was added to a solution of potassium t-butoxide (650 mg: 6 mmol) in 5 ml of t-butyl alcohol. The mixture was stirred for 10 minutes. A solution of 2-oxo-bicyclo[3.1.0]hexane-1-carboxylic acid methyl ester of Preparation 2(924 mg, 6 mmol) in 2 ml of t-butyl alcohol was added to the mixture. After stirring the mixture at room temperature for about 30 minutes, most of the solvent was distilled off under reduced pressure. Ether was added to the residue and dilute hydrochl... The reactants are COc1cc(C(C)(C)C)c(O)c(C(C)(C)C)c1, CC(=O)OC(C)=O, CC#N, O, O=S(=O)(O)O. Yields the product COc1cc(C(C)(C)C)c(OC(C)=O)c(C(C)(C)C)c1. Reaction SMILES: [C:1]([CH3:2])([CH3:3])([CH3:4])[c:5]1[c:6]([OH:17])[c:7]([C:13]([CH3:14])([CH3:15])[CH3:16])[cH:8][c:9]([O:11][CH3:12])[cH:10]1.[CH3:18][C:19](=[O:20])[O:21][C:22](=[O:23])[CH3:24].[CH3:31][C:32]#[N:33].[OH2:30].[S:25](=[O:26])(=[O:27])([OH:28])[OH:29]>>[C:1]([CH3:2])([CH3:3])([CH3:4])[c:5]1[c:6]([O:17][C:19]([CH3:18])=[O:20])[c:7]([C:13]([CH3:14])([CH3:15])[CH3:16])[cH:8][c:9]([O:11][CH3:12])[cH:10]1.